This data is from the Open Reaction Database (ORD), a public repository of structured organic reaction records. The task is: describe an organic reaction: reactants, conditions, products, and yield The reactants are C1(=CC=C(C=C1)S(=O)(=O)Cl)C (p-toluenesulfonylchloride), OCCOCN1C(=O)NC(=O)C(=C1)F (1-(2-hydroxyethoxy)methyl-5-fluorouracil), ice water. Solvent: N1=CC=CC=C1 (pyridine). Run at time 1.5 hour. Yields the product C1(=CC=C(C=C1)S(=O)(=O)OCCOCN1C(=O)NC(=O)C(=C1)F)C (1-(2-p-toluenesulfonyloxyethoxy)methyl-5-fluorouracil). The yield is 68.4%. RXN SMILES: [OH:1][CH2:2][CH2:3][O:4][CH2:5][N:6]1[CH:13]=[C:12]([F:14])[C:10](=[O:11])[NH:9][C:7]1=[O:8].[C:15]1([CH3:25])[CH:20]=[CH:19][C:18]([S:21](Cl)(=[O:23])=[O:22])=[CH:17][CH:16]=1>N1C=CC=CC=1>[C:15]1([CH3:25])[CH:20]=[CH:19][C:18]([S:21]([O:1][CH2:2][CH2:3][O:4][CH2:5][N:6]2[CH:13]=[C:12]([F:14])[C:10](=[O:11])[NH:9][C:7]2=[O:8])(=[O:23])=[O:22])=[CH:17][CH:16]=1. Procedure details: 1-(2-Hydroxyethoxy)methyl-5-fluorouracil (1 g) obtained in Example 1 was dissolved in pyridine (5 ml) and to the solution was added p-toluenesulfonylchloride (1.12 g) under cooling in an ice bath, and then the mixture was stirred at room temperature for 1.5 hours. After completion of the reaction, the mixture was poured into ice-water and the resulting oil was extracted with chloroform (30 ml). The chloroform layer was washed with hydrochloric acid and then with water, and dried over magnesium s... Reactants: OO (hydrogen peroxide), C1(=CC=CC=C1)N1CNC(C12CCN(CC2)CC2C(C1=CC=CC=C1CC2)=O)=O (1-Phenyl-8-[(1,2,3,4-tetrahydro-1-oxo-2-naphthalenyl)methyl]-1,3,8-triazaspiro[4.5]decan-4-one), C([O-])([O-])=O.[K+].[K+] (potassium carbonate), [OH-].[Na+] (sodium hydroxide), C(C)(CC)[BH-](C(C)CC)C(C)CC.[Li+] (lithium tri-sec-butylborohydride). Solvent: O1CCCC1 (tetrahydrofuran), O1CCCC1 (tetrahydrofuran). Reaction conditions: temperature -78 celsius, time 16 hour. The product is C1(=CC=CC=C1)N1CNC(C12CCN(CC2)C[C@@H]2[C@@H](C1=CC=CC=C1CC2)O)=O (1-Phenyl-8-[(cis-1,2,3,4-tetrahydro-1-hydroxy-2-naphthalenyl)methyl]-1,3,8-triazaspiro[4.5]decan-4-one). As a reaction SMILES: [C:1]1([N:7]2[C:11]3([CH2:16][CH2:15][N:14]([CH2:17][CH:18]4[CH2:27][CH2:26][C:25]5[C:20](=[CH:21][CH:22]=[CH:23][CH:24]=5)[C:19]4=[O:28])[CH2:13][CH2:12]3)[C:10](=[O:29])[NH:9][CH2:8]2)[CH:6]=[CH:5][CH:4]=[CH:3][CH:2]=1.C([BH-](C(CC)C)C(CC)C)(CC)C.[Li+].[OH-].[Na+].OO.C(=O)([O-])[O-].[K+].[K+]>O1CCCC1>[C:1]1([N:7]2[C:11]3([CH2:16][CH2:15][N:14]([CH2:17][C@H:18]4[CH2:27][CH2:26][C:25]5[C:20](=[CH:21][CH:22]=[CH:23][CH:24]=5)[C@H:19]4[OH:28])[CH2:13][CH2:12]3)[C:10](=[O:29])[NH:9][CH2:8]2)[CH:2]=[CH:3][CH:4]=[CH:5][CH:6]=1 |f:1.2,3.4,6.7.8|. Procedure: 1-Phenyl-8-[(1,2,3,4-tetrahydro-1-oxo-2-naphthalenyl)methyl]-1,3,8-triazaspiro[4.5]decan-4-one (5.0 g) is dissolved in 60 ml of dry tetrahydrofuran and added, dropwise, to a flask charged with 2.1 equivalents of a 1 molar tetrahydrofuran solution of lithium tri-sec-butylborohydride, previously cooled to -78° C, all under an argon atmosphere. The resulting solution is stirred for 16 hours at room temperature. The reaction mixture is treated at 0° C with 15 ml of 3 molar sodium hydroxide followed ... Reactants: ( 11 ), FC1=CC=C(N)C=C1 (4-fluoroaniline), C([O-])([O-])=O.[Na+].[Na+] (sodium carbonate), IC=1C=NN(C1C(=O)O)C (4-iodo-1-methyl-1H-pyrazole-5-carboxylic acid), [OH-].[Na+] (sodium hydroxide). The reagents and catalysts are [Cu] (copper). Run in C(C)OCC (diethyl ether). Yields the product FC1=CC=2C(C3=C(NC2C=C1)C=NN3C)=O (7-FLUORO-1-METHYL-1,4-DIHYDRO-9H-PYRAZOLO[4,3-b]QUINOLIN-9-ONE). The yield is 61.0%. Reaction SMILES: I[C:2]1[CH:3]=[N:4][N:5]([CH3:10])[C:6]=1[C:7](O)=[O:8].[F:11][C:12]1[CH:18]=[CH:17][C:15]([NH2:16])=[CH:14][CH:13]=1.C(=O)([O-])[O-].[Na+].[Na+].[OH-].[Na+]>[Cu].C(OCC)C>[F:11][C:12]1[CH:18]=[CH:17][C:15]2[NH:16][C:2]3[CH:3]=[N:4][N:5]([CH3:10])[C:6]=3[C:7](=[O:8])[C:14]=2[CH:13]=1 |f:2.3.4,5.6|. Procedure: A mixture of 4-iodo-1-methyl-1H-pyrazole-5-carboxylic acid ((Manaev, Yu. A. et al., J. Gen. Chem. USSR (Engl. Transl.), 1982, 52 (11), 2291), 500 mg, 1.98 mmol), 4-fluoroaniline (0.94 ml, 9.90 mmol), copper powder (200 mg) and 5% aqueous sodium carbonate (10 ml) was stirred for 16 h at 100° C. After cooling to room temperature, 2N aqueous sodium hydroxide (100 ml) and diethyl ether (50 ml) were added to the mixture. The mixture was filtered through a pad of Celite. The water layer was separated,... Reactants: CI (methyl iodide), [Na] (sodium), COC(=O)C1=CC(=C2C=CC(=CC=C12)C(C)C)CCCCNS(=O)(=O)C1=CC=CC=C1 (6-Isopropyl-3-[4-(benzenesulfonylamino)butyl]-azulene-1-carboxylic acid methyl ester). Solvent: CN(C)C=O (DMF). Run at temperature 0 celsius, time 10 minute. Yields the product COC(=O)C1=CC(=C2C=CC(=CC=C12)C(C)C)CCCCN(C)S(=O)(=O)C1=CC=CC=C1 (6-Isopropyl-3-[4-(N-methylbenzenesulfonylamino)butyl]-azulene-1-carboxylic acid methyl ester). Yield: 99.0%. RXN SMILES: [CH3:1][O:2][C:3]([C:5]1[C:14]2[C:8]([CH:9]=[CH:10][C:11]([CH:15]([CH3:17])[CH3:16])=[CH:12][CH:13]=2)=[C:7]([CH2:18][CH2:19][CH2:20][CH2:21][NH:22][S:23]([C:26]2[CH:31]=[CH:30][CH:29]=[CH:28][CH:27]=2)(=[O:25])=[O:24])[CH:6]=1)=[O:4].[CH3:32]I.[Na]>CN(C=O)C>[CH3:1][O:2][C:3]([C:5]1[C:14]2[C:8]([CH:9]=[CH:10][C:11]([CH:15]([CH3:17])[CH3:16])=[CH:12][CH:13]=2)=[C:7]([CH2:18][CH2:19][CH2:20][CH2:21][N:22]([S:23]([C:26]2[CH:27]=[CH:28][CH:29]=[CH:30][CH:31]=2)(=[O:24])=[O:25])[CH3:32])[CH:6]=1)=[O:4] |^1:33|. Procedure: A solution of 6-Isopropyl-3-[4-(benzenesulfonylamino)butyl]-azulene-1-carboxylic acid methyl ester (0.50 g) in DMF (10 ml) was added to the suspension, and the mixture was stirred at 0° C. for 10 min. Then, methyl iodide (5 ml) was dropped into the solution of the sodium salt, and the mixture was stirred at the same temperature for 30 min. The reaction was quenched by the addition of saturated aqueous NH4Cl, followed by extraction with ethyl acetate. The combined ethyl acetate extracts were wash... The reactants are FC(C1=CC=C(C=C1)O)(F)F (4-(trifluoromethyl)phenol), C([O-])([O-])=O.[K+].[K+] (potassium carbonate), C(C=C)Br (allyl bromide). Run in CC#N (CH3CN). Reaction conditions: temperature 50 celsius, time 8 hour. Yields the product C(C=C)OC1=CC=C(C=C1)C(F)(F)F (1-(prop-2-en-1-yloxy)-4-(trifluoromethyl)benzene). Isolated yield 56.2%. As a reaction SMILES: [F:1][C:2]([F:11])([F:10])[C:3]1[CH:8]=[CH:7][C:6]([OH:9])=[CH:5][CH:4]=1.C(=O)([O-])[O-].[K+].[K+].[CH2:18](Br)[CH:19]=[CH2:20]>CC#N>[CH2:20]([O:9][C:6]1[CH:5]=[CH:4][C:3]([C:2]([F:10])([F:11])[F:1])=[CH:8][CH:7]=1)[CH:19]=[CH2:18] |f:1.2.3|. Procedure: To a solution of 4-(trifluoromethyl)phenol (50 g, 308 mmol) in CH3CN (600 ml) was added potassium carbonate (64 g, 463 mmol, 1.5 eq) and allyl bromide (48 g, 397 mmol, 1.3 eq) with stirring for overnight at 50° C. in an oil bath. The solids were filtered off and the filtrate was concentrated to a minimum volume, which was diluted by water (200 ml) and extracted with ethyl acetate (3×100 ml). The combined organic layers were washed with brine (2×200 ml), dried over anhydrous magnesium sulfate, fi... The reactants are S1C(=CC=C1)C(C)O (2-thienylethanol), BrCCCCCCBr (1,6-dibromohexane), [OH-].[Na+] (sodium hydroxide). Solvent: O (water). Reaction conditions: time 5 hour. The product is BrCCCCCCOCCC=1SC=CC1 (2-[2-[(6-Bromohexyl)oxy]ethyl]thiophene). Reaction SMILES: [S:1]1[CH:5]=[CH:4][CH:3]=[C:2]1[CH:6](O)[CH3:7].[Br:9][CH2:10][CH2:11][CH2:12][CH2:13][CH2:14][CH2:15]Br.[OH-:17].[Na+]>O>[Br:9][CH2:10][CH2:11][CH2:12][CH2:13][CH2:14][CH2:15][O:17][CH2:7][CH2:6][C:2]1[S:1][CH:5]=[CH:4][CH:3]=1 |f:2.3|. Procedure: A mixture of 2-thienylethanol (10.0 g), 1,6-dibromohexane (57.10 g) and TAB (1.3 g) in 40% sodium hydroxide solution (40 ml) was stirred vigorously under nitrogen at room temperature for 5 h. The mixture was diluted with water (400 ml) and extracted with diethyl ether (2×300 ml), dried and evaporated in vacuo to give an oil. Purification by FCC eluting with hexane-ether (100:0→95:5) gave the title compound as a colourless oil (19.28 g), t.l.c. (hexane-ether 9:1) Rf 0.39. Starting materials: N1=NC=CC2=C1OCC2N (5,6-dihydrofuro[2,3-c]pyridazin-5-amine), CON=C1COC2=CN=CC(=C21)C2CC2 (4-cyclopropylfuro[2,3-c]pyridin-3(2H)-one O-methyl oxime). Yields the product C1(CC1)C1=C2C(=CN=C1)OCC2N (4-cyclopropyl-2,3-dihydrofuro[2,3-c]pyridin-3-amine). Reaction SMILES: N1C2OCC(N)C=2C=CN=1.CO[N:13]=[C:14]1[C:22]2[C:17](=[CH:18][N:19]=[CH:20][C:21]=2[CH:23]2[CH2:25][CH2:24]2)[O:16][CH2:15]1>>[CH:23]1([C:21]2[CH:20]=[N:19][CH:18]=[C:17]3[O:16][CH2:15][CH:14]([NH2:13])[C:22]=23)[CH2:25][CH2:24]1. Reported procedure: This compound was prepared using a method analogous to that of 5,6-dihydrofuro[2,3-c]pyridazin-5-amine (A.2.3.4), 4-cyclopropylfuro[2,3-c]pyridin-3(2H)-one O-methyl oxime replacing furo[2,3-c]pyridazin-5(6H)-one O-methyl oxime; The reactants are stannous chloride, CCCCCON=O (n-amyl nitrite), CCCCCON=O (n-amyl nitrite), C=C=O (ketene), [C]=O (carbon monooxide), di-n-amyl malonate. The reagents and catalysts are [Cl-].C(CCC)[N+](CCCC)(CCCC)CCCC (tetra-n-butylammonium chloride). Run in ClC1=CC=CC=C1 (monochlorobenzene). Conditions: time 3 hour. The product is CCCCCOC(=O)C (n-amyl acetate). Reaction SMILES: [CH3:1][CH2:2][CH2:3][CH2:4][CH2:5][O:6]N=O.[CH2:9]=[C:10]=[O:11].[C]=O>[Cl-].C([N+](CCCC)(CCCC)CCCC)CCC.ClC1C=CC=CC=1>[CH3:1][CH2:2][CH2:3][CH2:4][CH2:5][O:6][C:10]([CH3:9])=[O:11] |f:3.4,^3:11|. Procedure: To the same reaction vessel as in Example 9 were charged bistriphenylphosphinedibromopalladium (0.396 g, 0.5 mmole), stannous chloride (0.190 g, 1 mmole), tetra-n-butylammonium chloride (0.278 g, 1 mmole) and n-amyl nitrite (25 ml, 171.0 mmole), together with monochlorobenzene (200 ml). Then, ketene, carbon monooxide and nitrogen were introduced to the mixture at the rate of 26.4 ml/min (1.18 mmole/min), 300 ml/min and 100 ml/min, respectively, and the reaction was performed at 90° C. for 3 hour...